From a dataset of the Open Reaction Database (ORD), a public repository of structured organic reaction records. describe an organic reaction: reactants, conditions, products, and yield Isolated yield 52.4%. Starting materials: N1=CC=CC=C1 (Pyridine), OC1=NC=C(C=C1N)Br (2-Hydroxy-3-amino-5-bromopyridine), FC(C1=CC=C(C(=O)Cl)C=C1)(F)F (4-(trifluoromethyl)benzoyl chloride). Procedure: 4-(Trifluoromethyl)benzoic acid (2.45 g, 12.9 mmol) dissolved in DCM (30 ml), cooled to 0° C. and added oxalyl chloride (3.4 ml, 38.6 mmol). Catalytic amount of DMF was added to this mixture and stirred at rt for 30 mins. After 30 mins, DCM removed on rotavapour and co-distilled the residue two times with DCM to obtain 4-(trifluoromethyl)benzoyl chloride quantitatively. 2-Hydroxy-3-amino-5-bromopyridine (2.4 g, 11.1 mmol) dissolved in DCM (15 ml) and added Pyridine (1.74 g, 22 mmol) under nitrog... Reaction conditions: time 30 minute. As a reaction SMILES: [OH:1][C:2]1[C:7]([NH2:8])=[CH:6][C:5]([Br:9])=[CH:4][N:3]=1.N1C=CC=CC=1.[F:16][C:17]([F:28])([F:27])[C:18]1[CH:26]=[CH:25][C:21]([C:22](Cl)=[O:23])=[CH:20][CH:19]=1>C(Cl)Cl.O>[Br:9][C:5]1[CH:6]=[C:7]([NH:8][C:22](=[O:23])[C:21]2[CH:25]=[CH:26][C:18]([C:17]([F:16])([F:27])[F:28])=[CH:19][CH:20]=2)[C:2]([OH:1])=[N:3][CH:4]=1. The product is BrC=1C=C(C(=NC1)O)NC(C1=CC=C(C=C1)C(F)(F)F)=O (N-(5-bromo-2-hydroxypyridin-3-yl)-4-(trifluoromethyl)benzamide). The solvent is O (water), C(Cl)Cl (DCM). Reactants: NN (hydrazine), C(C1=CC=CC=C1)OC(=O)N1CCC2(C(N(C(O2)=O)CCC)=C)CC1 (8-benzyloxycarbonyl-4-methylene-2-oxo-3-n-propyl-1-oxa-3,8-diazaspiro[4,5]decane). Reagents/catalysts: [Pd] (palladium). Run in O (water), CO (methanol). Product: C=C1N(C(OC12CCNCC2)=O)CCC (4-methylene-2-oxo-3-n-propyl-1-oxa-3,8-diazaspiro[4,5]decane). Yield: 95.0%. RXN SMILES: C(OC([N:11]1[CH2:25][CH2:24][C:14]2([O:18][C:17](=[O:19])[N:16]([CH2:20][CH2:21][CH3:22])[C:15]2=[CH2:23])[CH2:13][CH2:12]1)=O)C1C=CC=CC=1.NN>O.CO.[Pd]>[CH2:23]=[C:15]1[C:14]2([CH2:24][CH2:25][NH:11][CH2:12][CH2:13]2)[O:18][C:17](=[O:19])[N:16]1[CH2:20][CH2:21][CH3:22]. Reported procedure: A suspension containing 0.5 g of 10% by weight palladium-on-carcoal catalyst in 5 ml of water is added to the solution of 5.0 g of 8-benzyloxycarbonyl-4-methylene-2-oxo-3-n-propyl-1-oxa-3,8-diazaspiro[4,5]decane in 45 ml of methanol at 0° C. under argon while stirring. To this mixture 1 ml of 45.8% aqueous hydrazine solution is introduced and the reaction mixture is refluxed for 10 to 15 minutes. After cooling down to room temperature and filtering off the catalyst the solvent is evaporated unde...